This data is from the Open Reaction Database (ORD), a public repository of structured organic reaction records. The task is: describe an organic reaction: reactants, conditions, products, and yield Reactants: O=C([O-])O, CN1CCCC1=O, CCC(CC)c1ccc(C(F)(F)F)c2nc(Cl)n(C)c12, COc1cc(Cl)cc(C)c1N, [Na+]. Product: CCC(CC)c1ccc(C(F)(F)F)c2nc(Nc3c(C)cc(Cl)cc3OC)n(C)c12. As a reaction SMILES: [C:32](=[O:33])([OH:34])[O-:35].[CH3:37][N:38]1[CH2:39][CH2:40][CH2:41][C:42]1=[O:43].[Cl:1][c:2]1[n:3][c:4]2[c:5]([n:6]1[CH3:7])[c:8]([CH:16]([CH2:17][CH3:18])[CH2:19][CH3:20])[cH:9][cH:10][c:11]2[C:12]([F:13])([F:14])[F:15].[Cl:21][c:22]1[cH:23][c:24]([O:30][CH3:31])[c:25]([NH2:26])[c:27]([CH3:29])[cH:28]1.[Na+:36]>>[c:2]1([NH:26][c:25]2[c:24]([O:30][CH3:31])[cH:23][c:22]([Cl:21])[cH:28][c:27]2[CH3:29])[n:3][c:4]2[c:5]([n:6]1[CH3:7])[c:8]([CH:16]([CH2:17][CH3:18])[CH2:19][CH3:20])[cH:9][cH:10][c:11]2[C:12]([F:13])([F:14])[F:15].